From a dataset of the Open Reaction Database (ORD), a public repository of structured organic reaction records. describe an organic reaction: reactants, conditions, products, and yield Reactants: O=C1OC=C(N1)C(=O)O (2-Oxo-2,3-dihydrooxazole-4-carboxylic acid), CNCCC1CCN(CC1)C(=O)OCC1=CC(=CC(=C1)Cl)Cl (3,5-Dichlorobenzyl 4-(2-(methylamino)ethyl)piperidine-1-carboxylate). Product: CN(C(=O)C=1NC(OC1)=O)CCC1CCN(CC1)C(=O)OCC1=CC(=CC(=C1)Cl)Cl (3,5-Dichlorobenzyl 4-(2-(N-methyl-2-oxo-2,3-dihydrooxazole-4-carboxamido)ethyl)piperidine-1-carboxylate). RXN SMILES: [O:1]=[C:2]1[NH:6][C:5]([C:7]([OH:9])=O)=[CH:4][O:3]1.[CH3:10][NH:11][CH2:12][CH2:13][CH:14]1[CH2:19][CH2:18][N:17]([C:20]([O:22][CH2:23][C:24]2[CH:29]=[C:28]([Cl:30])[CH:27]=[C:26]([Cl:31])[CH:25]=2)=[O:21])[CH2:16][CH2:15]1>>[CH3:10][N:11]([CH2:12][CH2:13][CH:14]1[CH2:15][CH2:16][N:17]([C:20]([O:22][CH2:23][C:24]2[CH:25]=[C:26]([Cl:31])[CH:27]=[C:28]([Cl:30])[CH:29]=2)=[O:21])[CH2:18][CH2:19]1)[C:7]([C:5]1[NH:6][C:2](=[O:1])[O:3][CH:4]=1)=[O:9]. Procedure details: The title compound was prepared from 2-oxo-2,3-dihydrooxazole-4-carboxylic acid (step 1) and 3,5-dichlorobenzyl 4-(2-(methylamino)ethyl)piperidine-1-carboxylate (Example 1, step 3) analogously to Example 15 step 3; Starting materials: COCCCN1S(C2=C(C=C1C(=O)OCC)C=CS2)(=O)=O (Ethyl 2-(3-methoxypropyl)-2H-thieno[3,2-e]-1,2-thiazine-3-carboxylate 1,1-dioxide), CC(C)C[AlH]CC(C)C (DIBAL), solution, Cl (HCl). Run in C1CCOC1 (THF). Run at time 4 hour. Product: COCCCN1S(C2=C(C=C1CO)C=CS2)(=O)=O (2-(3-Methoxypropyl)-2H-thieno[3,2-e]-1,2-thiazine-3-methanol 1,1-dioxide). Isolated yield 99.8%. Reaction SMILES: [CH3:1][O:2][CH2:3][CH2:4][CH2:5][N:6]1[C:11]([C:12](OCC)=[O:13])=[CH:10][C:9]2[CH:17]=[CH:18][S:19][C:8]=2[S:7]1(=[O:21])=[O:20].CC(C[AlH]CC(C)C)C.Cl>C1COCC1>[CH3:1][O:2][CH2:3][CH2:4][CH2:5][N:6]1[C:11]([CH2:12][OH:13])=[CH:10][C:9]2[CH:17]=[CH:18][S:19][C:8]=2[S:7]1(=[O:21])=[O:20]. Procedure details: To a solution of the product from Step B (3.70 g, 11.18 mmol) in anhydrous THF (50 mL) at ambient temperature under nitrogen was added DIBAL (50 mL of a 1.0 M solution, 50.0 mmol). After stirring for 4 h the reaction mixture was cooled (ice bath) and 2N HCl (100 mL) was added over a 10 min period. THF was evaporated and the aqueous mixture was extracted with ethyl acetate (2×100 mL). The combined extracts were dried (MgSO4), filtered and evaporated to give a viscous oil (3.23 g), which was used ... Reactants: Cl (hydrochloric acid), [OH-].[Na+] (sodium hydroxide), C(C)(C)N1C(OC2(C1)COC1=C(OC2)C=CC(=C1)[N+](=O)[O-])=O (3'-isopropyl-7-nitro-3,4-dihydro-2H-1,5-benzodioxepin-3-spiro-5'-oxazolidin-2'-one), [OH-].[K+] (potassium hydroxide). Solvent: O (water), O1CCOCC1 (dioxane), CCOCC (ether). Yields the product OC1(COC2=C(OC1)C=CC(=C2)[N+](=O)[O-])CNC(C)C (3-hydroxy-3-isopropylaminomethyl-7-nitro-3,4-dihydro-2H-1,5-benzodioxepin). RXN SMILES: [CH:1]([N:4]1[CH2:8][C:7]2([CH2:14][O:13][C:12]3[CH:15]=[CH:16][C:17]([N+:19]([O-:21])=[O:20])=[CH:18][C:11]=3[O:10][CH2:9]2)[O:6]C1=O)([CH3:3])[CH3:2].[OH-].[K+].Cl.[OH-].[Na+]>O.CCOCC.O1CCOCC1>[OH:6][C:7]1([CH2:8][NH:4][CH:1]([CH3:3])[CH3:2])[CH2:14][O:13][C:12]2[CH:15]=[CH:16][C:17]([N+:19]([O-:21])=[O:20])=[CH:18][C:11]=2[O:10][CH2:9]1 |f:1.2,4.5|. Procedure: A mixture of 3'-isopropyl-7-nitro-3,4-dihydro-2H-1,5-benzodioxepin-3-spiro-5'-oxazolidin-2'-one (7.98 g.; 25.9 mmole), dioxane (60 ml. and 45% aqueous potassium hydroxide solution (16 ml.) in a nitrogen-filled steel pressure-vessel is heated in a rocking-furnace at 150°-160° C. for 16 hours. The reaction mixture then is poured into ether (100 ml.) and the organic layer separated. The aqueous solution is extracted with ether (100 ml.) and the combined ethereal solution is washed twice with satura... Reactants: C([O-])([O-])=O.[Na+].[Na+] (sodium carbonate), [N+](=O)([O-])C1=C(C=CC(=C1)OCCO)NC(OCCCl)=O (β-chloroethyl 2-nitro-4-(β-hydroxyethoxy)-phenylcarbamate), O (water), C([O-])([O-])=O.[Na+].[Na+] (sodium carbonate). Reaction conditions: temperature 70 celsius, time 15 minute. Yields the product [N+](=O)([O-])C=1C=C(OC(C)O)C=CC1NCCO (3-nitro-4-[N-(β-hydroxyethyl)-amino]-phenoxyethanol). As a reaction SMILES: [N+:1]([C:4]1[CH:9]=[C:8]([O:10][CH2:11][CH2:12]O)[CH:7]=[CH:6][C:5]=1[NH:14][C:15](=O)OCCCl)([O-:3])=[O:2].[C:21](=O)([O-])[O-:22].[Na+].[Na+].[OH2:27]>>[N+:1]([C:4]1[CH:9]=[C:8]([CH:7]=[CH:6][C:5]=1[NH:14][CH2:15][CH2:21][OH:22])[O:10][CH:11]([OH:27])[CH3:12])([O-:3])=[O:2] |f:1.2.3|. Reported procedure: 0.1 mol (30.45 g) of β-chloroethyl 2-nitro-4-(β-hydroxyethoxy)-phenylcarbamate is introduced into 62 ml of water. 10 ml of 10N sodium carbonate solution are added gradually in the course of a few minutes, whilst stirring. The temperature rises to about 60° C. The temperature of the reaction medium is then raised to 70° C. and 22 ml of 10N sodium carbonate solution are then added, whilst stirring. Stirring is continued for 15 minutes at 70° C. After cooling, the desired product is filtered off; a... Starting materials: IC (iodomethane), [H-].[Na+] (sodium hydride), N1C=CC2=CC=C(C=C12)C#N (indole-6-carbonitrile). Run in CN(C)C=O (DMF), CN(C)C=O (DMF), [NH4+].[OH-] (NH4OH). The product is CN1C=CC2=CC=C(C=C12)C#N (1-Methylindole-6-carbonitrile). Yield: 604.0%. Reaction SMILES: [NH:1]1[C:9]2[C:4](=[CH:5][CH:6]=[C:7]([C:10]#[N:11])[CH:8]=2)[CH:3]=[CH:2]1.[H-].[Na+].I[CH3:15]>CN(C=O)C.[NH4+].[OH-]>[CH3:15][N:1]1[C:9]2[C:4](=[CH:5][CH:6]=[C:7]([C:10]#[N:11])[CH:8]=2)[CH:3]=[CH:2]1 |f:1.2,5.6|. Procedure details: Add slowly a solution of indole-6-carbonitrile (1.0 g, 7.04 mmol) in anhydrous DMF (5 mL) to a suspension of sodium hydride (60% dispersion in mineral oil, 0.6 g, 14.1 mmol) in anhydrous DMF (2 mL) at 0° C. and warm the reaction mixture to ambient temperature. Add iodomethane (0.7 mL, 1.06 mmol) and stir the reaction mixture for 1 h at ambient temperature. Dilute the reaction mixture with 1M aqueous NH4OH (30 mL) and extract with diethyl ether (3×10 mL). Combine the organic layers, dry over anhy... Starting materials: c1ccc2c(c1)CNC2, CCN=C=NCCCN(C)C, Cl, [Li+], COC(=O)c1cccc(-c2nn(C3CCCCO3)c3ccc(-c4ncn(C(c5ccccc5)(c5ccccc5)c5ccccc5)n4)cc23)c1, C1CCOC1, C1CCOC1, [OH-], O, O, O, On1nnc2ccccc21. Product: O=C(c1cccc(-c2nn(C3CCCCO3)c3ccc(-c4ncn(C(c5ccccc5)(c5ccccc5)c5ccccc5)n4)cc23)c1)N1Cc2ccccc2C1. Reaction SMILES: [CH2:53]1[NH:54][CH2:55][c:56]2[cH:57][cH:58][cH:59][cH:60][c:61]21.[CH3:74][N:75]([CH3:76])[CH2:77][CH2:78][CH2:79][N:80]=[C:81]=[N:82][CH2:83][CH3:84].[ClH:73].[Li+:52].[O:1]1[CH:2]([n:7]2[n:8][c:9](-[c:40]3[cH:41][c:42]([C:43]([O:45][CH3:44])=[O:46])[cH:47][cH:48][cH:49]3)[c:10]3[cH:11][c:12](-[c:16]4[n:17][n:18]([C:21]([c:22]5[cH:23][cH:24][cH:25][cH:26][cH:27]5)([c:28]5[cH:29][cH:30][cH:31][cH:32][cH:33]5)[c:34]5[cH:35][cH:36][cH:37][cH:38][cH:39]5)[cH:19][n:20]4)[cH:13][cH:14][c:15]23)[CH2:3][CH2:4][CH2:5][CH2:6]1.[O:85]1[CH2:86][CH2:87][CH2:88][CH2:89]1.[O:91]1[CH2:92][CH2:93][CH2:94][CH2:95]1.[OH-:51].[OH2:50].[OH2:62].[OH2:90].[OH:63][n:64]1[c:65]2[cH:66][cH:67][cH:68][cH:69][c:70]2[n:71][n:72]1>>[O:1]1[CH:2]([n:7]2[n:8][c:9](-[c:40]3[cH:41][c:42]([C:43](=[O:45])[N:54]4[CH2:53][c:61]5[c:56]([cH:57][cH:58][cH:59][cH:60]5)[CH2:55]4)[cH:47][cH:48][cH:49]3)[c:10]3[cH:11][c:12](-[c:16]4[n:17][n:18]([C:21]([c:22]5[cH:23][cH:24][cH:25][cH:26][cH:27]5)([c:28]5[cH:29][cH:30][cH:31][cH:32][cH:33]5)[c:34]5[cH:35][cH:36][cH:37][cH:38][cH:39]5)[cH:19][n:20]4)[cH:13][cH:14][c:15]23)[CH2:3][CH2:4][CH2:5][CH2:6]1. Starting materials: O=C(OO)c1cccc(Cl)c1, ClCCl, [Na+], [Na+], [Na+], O=C([O-])O, O=S([O-])[O-], c1ccsc1, Clc1cnc(Sc2cccs2)nc1. The product is O=S(=O)(c1ncc(Cl)cn1)c1cccs1. Reaction SMILES: [Cl:14][c:15]1[cH:16][cH:17][cH:18][c:19]([C:20]([O:21][OH:22])=[O:23])[cH:24]1.[Cl:41][CH2:42][Cl:43].[Na+:29].[Na+:30].[Na+:35].[O-:31][C:32]([OH:33])=[O:34].[S:25](=[O:26])([O-:27])[O-:28].[cH:36]1[cH:37][cH:38][s:39][cH:40]1.[s:1]1[cH:2][cH:3][cH:4][c:5]1[S:6][c:7]1[n:8][cH:9][c:10]([Cl:13])[cH:11][n:12]1>>[c:7]1([S:25](=[O:26])(=[O:28])[c:38]2[cH:37][cH:36][cH:40][s:39]2)[n:8][cH:9][c:10]([Cl:13])[cH:11][n:12]1.